From a dataset of the Open Reaction Database (ORD), a public repository of structured organic reaction records. describe an organic reaction: reactants, conditions, products, and yield As a reaction SMILES: [CH2:42]([N+:43]([CH2:44][CH2:45][CH2:46][CH3:47])([CH2:48][CH2:49][CH2:50][CH3:51])[CH2:52][CH2:53][CH2:54][CH3:55])[CH2:56][CH2:57][CH3:58].[F-:41].[F:1][CH2:2][O:3][c:4]1[cH:5][c:6]2[c:7]([cH:39][cH:40]1)[CH2:8][CH2:9][CH2:10][CH:11]([N:13]([C:14](=[O:15])[O:16][C:17]([CH3:18])([CH3:19])[CH3:20])[CH2:21][CH:22]([CH2:23][O:24][c:25]1[cH:26][cH:27][cH:28][cH:29][cH:30]1)[O:31][Si:32]([CH2:33][CH3:34])([CH2:35][CH3:36])[CH2:37][CH3:38])[CH2:12]2.[O:60]1[CH2:61][CH2:62][CH2:63][CH2:64]1.[OH2:59]>>[F:1][CH2:2][O:3][c:4]1[cH:5][c:6]2[c:7]([cH:39][cH:40]1)[CH2:8][CH2:9][CH2:10][CH:11]([N:13]([C:14](=[O:15])[O:16][C:17]([CH3:18])([CH3:19])[CH3:20])[CH2:21][CH:22]([CH2:23][O:24][c:25]1[cH:26][cH:27][cH:28][cH:29][cH:30]1)[OH:31])[CH2:12]2. Yields the product CC(C)(C)OC(=O)N(CC(O)COc1ccccc1)C1CCCc2ccc(OCF)cc2C1. Starting materials: CCCC[N+](CCCC)(CCCC)CCCC, [F-], CC[Si](CC)(CC)OC(COc1ccccc1)CN(C(=O)OC(C)(C)C)C1CCCc2ccc(OCF)cc2C1, C1CCOC1, O. Reactants: CC1=CC=C2C(CCN3C2=C1C=C3C(=O)OCC)=O (Ethyl 5,6-dihydro-9-methyl-6-oxo-4H-pyrrolo [3,2,1-ij]quinoline-2-carboxylate), O1CCCC1 (tetrahydrofuran), [BH4-].[Na+] (sodium borohydride). The solvent is C(C)O (ethanol). Conditions: temperature 0 celsius, time 1 hour. Product: OC1CCN2C3=C(C(=CC=C13)C)C=C2C(=O)OCC (ethyl 5,6-dihydro-6-hydroxy-9-methyl-4H-pyrrolo [3,2,1-ij]-quinoline-2-carboxylate). Isolated yield 79.1%. RXN SMILES: [CH3:1][C:2]1[C:11]2[CH:12]=[C:13]([C:14]([O:16][CH2:17][CH3:18])=[O:15])[N:9]3[C:10]=2[C:5]([C:6](=[O:19])[CH2:7][CH2:8]3)=[CH:4][CH:3]=1.O1CCCC1.[BH4-].[Na+]>C(O)C>[OH:19][CH:6]1[C:5]2[C:10]3=[C:11]([CH:12]=[C:13]([C:14]([O:16][CH2:17][CH3:18])=[O:15])[N:9]3[CH2:8][CH2:7]1)[C:2]([CH3:1])=[CH:3][CH:4]=2 |f:2.3|. Procedure: Ethyl 5,6-dihydro-9-methyl-6-oxo-4H-pyrrolo [3,2,1-ij]quinoline-2-carboxylate (3.00 g, 11.7 mmol) was added to a mixture of tetrahydrofuran (20 ml) and ethanol (80 ml), and the reaction mixture was cooled to 0° C. Then, sodium borohydride (0.44 g, 11.7 mmol) was added and the resulting mixture was stirred at 0° C. for 1 hour. The reaction mixture was concentrated under reduced pressure, and ethyl acetate and then a 5% aqueous sodium hydroxide solution were added to the residue. After being separ... Reactants: [C@@H]1(CCCC2=CC=CC=C12)N ((S)-1,2,3,4-tetrahydro-1-naphthylamine), C(C)(=O)OC(C)=O (acetic anhydride). Run in C1(=CC=CC=C1)C (toluene). Reaction conditions: time 8 hour. Product: [C@@H]1(CCCC2=CC=CC=C12)NC(C)=O ((S)-N-(1,2,3,4-tetrahydro-1-naphthyl)acetamide). As a reaction SMILES: [C@@H:1]1([NH2:11])[C:10]2[C:5](=[CH:6][CH:7]=[CH:8][CH:9]=2)[CH2:4][CH2:3][CH2:2]1.[C:12](OC(=O)C)(=[O:14])[CH3:13]>C1(C)C=CC=CC=1>[C@@H:1]1([NH:11][C:12](=[O:14])[CH3:13])[C:10]2[C:5](=[CH:6][CH:7]=[CH:8][CH:9]=2)[CH2:4][CH2:3][CH2:2]1. Reported procedure: (S)-1,2,3,4-tetrahydro-1-naphthylamine (26.9 g.) is dissolved in 200 ml. of toluene and 36 g. of acetic anhydride is added while the temperature from the reaction exotherm is moderated at 50° C. to 60° C. with an ice-bath. The solution is heated to reflux for 0.5 hr. and then stirred at room temperature overnight. The mixture is then evaporated to dryness and the residue is washed well with ether. On drying, 26.1 g. of the title compound, m.p. 153° C. to 155° C., is obtained. The reactants are CCOC(=O)CCCCBr, O=C([O-])O, CN(C)C=O, [Na+], Sc1nc(-c2ccccc2)c(-c2ccccc2)[nH]1. Product: CCOC(=O)CCCCSc1nc(-c2ccccc2)c(-c2ccccc2)[nH]1. Reaction SMILES: [Br:19][CH2:20][CH2:21][CH2:22][CH2:23][C:24](=[O:25])[O:26][CH2:27][CH3:28].[C:29](=[O:30])([OH:31])[O-:32].[CH3:34][N:35]([CH3:36])[CH:37]=[O:38].[Na+:33].[c:1]1(-[c:7]2[n:8][c:9]([SH:18])[nH:10][c:11]2-[c:12]2[cH:13][cH:14][cH:15][cH:16][cH:17]2)[cH:2][cH:3][cH:4][cH:5][cH:6]1>>[c:1]1(-[c:7]2[nH:8][c:9]([S:18][CH2:20][CH2:21][CH2:22][CH2:23][C:24](=[O:25])[O:26][CH2:27][CH3:28])[n:10][c:11]2-[c:12]2[cH:13][cH:14][cH:15][cH:16][cH:17]2)[cH:2][cH:3][cH:4][cH:5][cH:6]1.